This data is from the Open Reaction Database (ORD), a public repository of structured organic reaction records. The task is: describe an organic reaction: reactants, conditions, products, and yield Reactants: C(C)OC(CC(=O)[O-])=O.[K+] (potassium 3-ethoxy-3-oxopropanoate), N1(C=NC=C1)C(=O)N1C=NC=C1 (di(1H-imidazol-1-yl)methanone), FC1=C(C=CC(=C1)C(F)(F)F)C1N(CCC(C1)C(=O)O)C(=O)OC (2-(2-fluoro-4-(trifluoromethyl)phenyl)-1-(methoxycarbonyl)piperidine-4-carboxylic acid), [Cl-].[Mg+2].[Cl-] (magnesium chloride), Cl (HCl). Solvent: CN1C(CNC2=C1C(=O)N=C(N2)N)CNC3=CC=C(C=C3)C(=O)NC(CCC(=O)O)C(=O)O (methyl THF), CN1C(CNC2=C1C(=O)N=C(N2)N)CNC3=CC=C(C=C3)C(=O)NC(CCC(=O)O)C(=O)O (methyl THF), O (water), CC(C)(C)OC (MTBE). Conditions: time 5 hour. Product: Trans-methyl 4-(3-ethoxy-3-oxopropanoyl)-2-(2-fluoro-4-(trifluoromethyl)phenyl) piperidine-1-carboxylate, C(C)OC(CC(=O)[C@@H]1C[C@@H](N(CC1)C(=O)OC)C1=C(C=C(C=C1)C(F)(F)F)F)=O (cis-methyl 4-(3-ethoxy-3-oxopropanoyl)-2-(2-fluoro-4-(trifluoromethyl)-phenyl)piperidine-1-carboxylate). Isolated yield 48.9%. As a reaction SMILES: [F:1][C:2]1[CH:7]=[C:6]([C:8]([F:11])([F:10])[F:9])[CH:5]=[CH:4][C:3]=1[CH:12]1[CH2:17][CH:16]([C:18]([OH:20])=O)[CH2:15][CH2:14][N:13]1[C:21]([O:23][CH3:24])=[O:22].N1(C(N2C=CN=C2)=O)C=CN=C1.[CH2:37]([O:39][C:40](=[O:45])[CH2:41]C([O-])=O)[CH3:38].[K+].[Cl-].[Mg+2].[Cl-].Cl>CN1C2C(N=C(N)NC=2NCC1CNC1C=CC(C(NC(C(O)=O)CCC(O)=O)=O)=CC=1)=O.O.CC(OC)(C)C>[CH2:37]([O:39][C:40](=[O:45])[CH2:41][C:18]([C@H:16]1[CH2:15][CH2:14][N:13]([C:21]([O:23][CH3:24])=[O:22])[C@@H:12]([C:3]2[CH:4]=[CH:5][C:6]([C:8]([F:11])([F:10])[F:9])=[CH:7][C:2]=2[F:1])[CH2:17]1)=[O:20])[CH3:38] |f:2.3,4.5.6|. Procedure: 2-(2-fluoro-4-(trifluoromethyl)phenyl)-1-(methoxycarbonyl)piperidine-4-carboxylic acid (4.82 g, 13.80 mmol) was dissolved in methyl THF (120 mL), then di(1H-imidazol-1-yl)methanone (4.03 g, 24.84 mmol) was added. The mixture was stirred at room temperature under nitrogen for 5 h (flask 1). In a separate flask potassium 3-ethoxy-3-oxopropanoate (4.23 g, 24.84 mmol) was suspended in methyl THF (120 mL), then magnesium chloride (2.365 g, 24.84 mmol) was added. The suspension was stirred at 50° C. u... Yield: 36.1%. Starting materials: O (water), ClC1=CC(=C(C=C1)N(S(=O)(=O)C1=CC(=C(C=C1)OC)OC)CC1=NN=NN1)CC1=C(C=CC=C1F)F (N-[4-chloro-2-(2,6-difluorobenzyl)phenyl]-3,4-dimethoxy-N-[(1H-tetrazol-5-yl)methyl]benzenesulfonamide), C([O-])([O-])=O.[K+].[K+] (potassium carbonate), IC (iodomethane). Reaction conditions: time 48 hour. Reported procedure: To 2.7 g of N-[4-chloro-2-(2,6-difluorobenzyl)phenyl]-3,4-dimethoxy-N-[(1H-tetrazol-5-yl)methyl]benzenesulfonamide dissolved in 50 ml of DMF are added, at room temperature, 1.07 g of iodomethane and 1.04 g of potassium carbonate. After 48 hours at room temperature, the medium is poured into water and then extracted with ethyl acetate. The organic phase is dried over anhydrous sodium sulfate and concentrated. The residue is chromatographed on a column of silica gel, eluting with a 90/10 (v/v) tol... Reaction SMILES: [Cl:1][C:2]1[CH:7]=[CH:6][C:5]([N:8]([CH2:22][C:23]2[NH:27][N:26]=[N:25][N:24]=2)[S:9]([C:12]2[CH:17]=[CH:16][C:15]([O:18][CH3:19])=[C:14]([O:20][CH3:21])[CH:13]=2)(=[O:11])=[O:10])=[C:4]([CH2:28][C:29]2[C:34]([F:35])=[CH:33][CH:32]=[CH:31][C:30]=2[F:36])[CH:3]=1.IC.[C:39](=O)([O-])[O-].[K+].[K+].O>CN(C=O)C>[Cl:1][C:2]1[CH:7]=[CH:6][C:5]([N:8]([CH2:22][C:23]2[N:27]([CH3:39])[N:26]=[N:25][N:24]=2)[S:9]([C:12]2[CH:17]=[CH:16][C:15]([O:18][CH3:19])=[C:14]([O:20][CH3:21])[CH:13]=2)(=[O:11])=[O:10])=[C:4]([CH2:28][C:29]2[C:30]([F:36])=[CH:31][CH:32]=[CH:33][C:34]=2[F:35])[CH:3]=1 |f:2.3.4|. The solvent is CN(C)C=O (DMF). Product: ClC1=CC(=C(C=C1)N(S(=O)(=O)C1=CC(=C(C=C1)OC)OC)CC1=NN=NN1C)CC1=C(C=CC=C1F)F (N-[4-chloro-2-(2,6-difluorobenzyl)phenyl]-3,4-dimethoxy-N-[(1-methyl-1H-tetrazol-5-yl)methyl]benzenesulfonamide). Reactants: [N-]=[N+]=[N-].[Na+] (sodium azide), C1COS(=O)(=O)C1 (1,3-propane sultone). Run in O (water), CC(=O)C (acetone). Reaction conditions: time 24 hour. The product is N(=[N+]=[N-])CCCS(=O)(=O)O (3-azido-1-propanesulfonic acid). Yield: 92.0%. Reaction SMILES: [N-:1]=[N+:2]=[N-:3].[Na+].[CH2:5]1[CH2:11][S:8](=[O:10])(=[O:9])[O:7][CH2:6]1>O.CC(C)=O>[N:1]([CH2:6][CH2:5][CH2:11][S:8]([OH:10])(=[O:9])=[O:7])=[N+:2]=[N-:3] |f:0.1|. Procedure: To a stirred solution of sodium azide (3.5 g, 50 mmol) in water (25 mL) was added a solution of 1,3-propane sultone (6.1 g, 50 mmol) in acetone (25 mL). The reaction mixture was stirred at room temperature for 24 h then concentrated to dryness. The resulting solid was suspended in diethyl ether (100 mL) and stirred at reflux for 1 h. The suspension was cooled to room temperature and the solid was collected by filtration, washed with acetone and diethyl ether, and dried under vacuum, affording of... Starting materials: C(C1=CC=CC=C1)=NO (benzaldehyde oxime), FC=1C(=NC(=NC1)S(=O)(=O)C)N=CN(C)C (N′-(5-fluoro-2-methanesulfonylpyrimidin-4-yl)-N,N-dimethylformamidine), [H-].[Na+] (sodium hydride). The solvent is CN(C)C=O (DMF), O (H2O), CN(C)C=O (DMF), CN(C)C=O (DMF). Run at time 1 hour. Yields the product FC=1C(=NC(=NC1)ON=CC1=CC=CC=C1)N=CN(C)C (N′-{5-fluoro-2-[1-phenylmethylideneaminooxy]pyrimidin-4-yl}-N,N-dimethylformamidine). Isolated yield 30.8%. Reaction SMILES: [H-].[Na+].[CH:3](=[N:10][OH:11])[C:4]1[CH:9]=[CH:8][CH:7]=[CH:6][CH:5]=1.[F:12][C:13]1[C:14]([N:23]=[CH:24][N:25]([CH3:27])[CH3:26])=[N:15][C:16](S(C)(=O)=O)=[N:17][CH:18]=1>CN(C=O)C.O>[F:12][C:13]1[C:14]([N:23]=[CH:24][N:25]([CH3:27])[CH3:26])=[N:15][C:16]([O:11][N:10]=[CH:3][C:4]2[CH:9]=[CH:8][CH:7]=[CH:6][CH:5]=2)=[N:17][CH:18]=1 |f:0.1|. Procedure details: To a suspension of sodium hydride (NaH, 60% dispersion in mineral oil; 0.037 g, 0.91 mmol) in DMF (2 mL) was added a solution of benzaldehyde oxime (0.125 g, 1.04 mmol) in DMF (1 mL), and the resulting frothy mixture was stirred for 1 h. To the resulting pale yellow mixture was added a solution of N′-(5-fluoro-2-methanesulfonylpyrimidin-4-yl)-N,N-dimethylformamidine (0.15 g, 0.61 mmol) in DMF (1 mL), and the homogeneous, pale-yellow solution was stirred at 25° C. for 16 h. The reaction mixture w... Starting materials: C1CCOC1, COC(=O)C(Cc1ccc(-c2ccnc(C)c2C)cc1)NC(=O)C1Cc2cc3c(cc2CN1C(=O)c1nc(C)oc1C)OC(c1ccc(-c2cccc(Cl)c2)cc1)CO3, CO, [Li+], [OH-]. The product is Cc1nc(C(=O)N2Cc3cc4c(cc3CC2C(=O)NC(Cc2ccc(-c3ccnc(C)c3C)cc2)C(=O)O)OCC(c2ccc(-c3cccc(Cl)c3)cc2)O4)c(C)o1. As a reaction SMILES: [CH2:64]1[O:65][CH2:66][CH2:67][CH2:68]1.[CH3:1][O:2][C:3]([CH:4]([CH2:5][c:6]1[cH:7][cH:8][c:9](-[c:12]2[c:13]([CH3:19])[c:14]([CH3:18])[n:15][cH:16][cH:17]2)[cH:10][cH:11]1)[NH:20][C:21](=[O:22])[CH:23]1[N:24]([C:50](=[O:51])[c:52]2[n:53][c:54]([CH3:58])[o:55][c:56]2[CH3:57])[CH2:25][c:26]2[cH:27][c:28]3[c:29]([cH:30][c:31]2[CH2:32]1)[O:33][CH2:34][CH:35]([c:37]1[cH:38][cH:39][c:40](-[c:43]2[cH:44][c:45]([Cl:49])[cH:46][cH:47][cH:48]2)[cH:41][cH:42]1)[O:36]3)=[O:59].[CH3:60][OH:61].[Li+:63].[OH-:62]>>[O:2]=[C:3]([CH:4]([CH2:5][c:6]1[cH:7][cH:8][c:9](-[c:12]2[c:13]([CH3:19])[c:14]([CH3:18])[n:15][cH:16][cH:17]2)[cH:10][cH:11]1)[NH:20][C:21](=[O:22])[CH:23]1[N:24]([C:50](=[O:51])[c:52]2[n:53][c:54]([CH3:58])[o:55][c:56]2[CH3:57])[CH2:25][c:26]2[cH:27][c:28]3[c:29]([cH:30][c:31]2[CH2:32]1)[O:33][CH2:34][CH:35]([c:37]1[cH:38][cH:39][c:40](-[c:43]2[cH:44][c:45]([Cl:49])[cH:46][cH:47][cH:48]2)[cH:41][cH:42]1)[O:36]3)[OH:59]. Starting materials: mixed solvent, [BH4-].[Na+] (sodium borohydride), FC1=C(C=CC=C1F)C1=CCC(CC1)C1CCC(CC1)=O (4-[4-(2,3-difluorophenyl)-3-cyclohexenyl]cyclohexanone), Cl (hydrochloric acid). The solvent is mixed solvent. The yield is 80.9%. Reaction conditions: time 6 hour. Yields the product FC1=C(C=CC=C1F)C1=CCC(CC1)[C@@H]1CC[C@H](CC1)O (trans-4-[4-(2,3-difluorophenyl)-3-cyclohexenyl]cyclohexanol). As a reaction SMILES: [BH4-].[Na+].Cl.[F:4][C:5]1[C:10]([F:11])=[CH:9][CH:8]=[CH:7][C:6]=1[C:12]1[CH2:17][CH2:16][CH:15]([CH:18]2[CH2:23][CH2:22][C:21](=[O:24])[CH2:20][CH2:19]2)[CH2:14][CH:13]=1>>[F:4][C:5]1[C:10]([F:11])=[CH:9][CH:8]=[CH:7][C:6]=1[C:12]1[CH2:17][CH2:16][CH:15]([C@H:18]2[CH2:19][CH2:20][C@H:21]([OH:24])[CH2:22][CH2:23]2)[CH2:14][CH:13]=1 |f:0.1|. Procedure: First, 100 ml of a mixed solvent (methanol/tetrahydrofuran=1/7) and 1.5 g of sodium borohydride were placed in a 300 ml flask. Then, a solution in which 5.65 g of 4-[4-(2,3-difluorophenyl)-3-cyclohexenyl]cyclohexanone was dissolved in 80 ml of a mixed solvent (methanol/tetrahydrofuran=1/7) was added dropwise to the mixture at -25° C. The mixture was allowed to warm to room temperature and stirred for 6 hours. Thereafter, diluted hydrochloric acid was added to the reaction mixture, and an organic...